Dataset: the Open Reaction Database (ORD), a public repository of structured organic reaction records. Task: describe an organic reaction: reactants, conditions, products, and yield Reactants: CCOCC, CCOC(=O)N=NC(=O)OCC, C1CCOC1, COC(=O)c1ccc(O)cc1, OCCCCc1ccccc1, c1ccc(P(c2ccccc2)c2ccccc2)cc1. Product: COC(=O)c1ccc(OCCCCc2ccccc2)cc1. As a reaction SMILES: [CH2:59]([O:60][CH2:61][CH3:62])[CH3:63].[O:42]=[C:43]([O:44][CH2:45][CH3:46])[N:47]=[N:48][C:49]([O:50][CH2:51][CH3:52])=[O:53].[O:54]1[CH2:55][CH2:56][CH2:57][CH2:58]1.[OH:1][c:2]1[cH:3][cH:4][c:5]([C:6](=[O:7])[O:8][CH3:9])[cH:10][cH:11]1.[c:12]1([CH2:18][CH2:19][CH2:20][CH2:21][OH:22])[cH:13][cH:14][cH:15][cH:16][cH:17]1.[c:23]1([P:24]([c:25]2[cH:26][cH:27][cH:28][cH:29][cH:30]2)[c:31]2[cH:32][cH:33][cH:34][cH:35][cH:36]2)[cH:37][cH:38][cH:39][cH:40][cH:41]1>>[O:1]([c:2]1[cH:3][cH:4][c:5]([C:6](=[O:7])[O:8][CH3:9])[cH:10][cH:11]1)[CH2:21][CH2:20][CH2:19][CH2:18][c:12]1[cH:13][cH:14][cH:15][cH:16][cH:17]1.